Dataset: the Open Reaction Database (ORD), a public repository of structured organic reaction records. Task: describe an organic reaction: reactants, conditions, products, and yield Starting materials: COCC(C)NC(=O)CN1CCNCC1, CCOc1ccc(C(C)(C)C#N)cc1C1=NC(c2ccc(Cl)cc2)C(c2ccc(Cl)cc2)N1C(=O)Cl, Cl, Cl. Product: CCOc1ccc(C(C)(C)C#N)cc1C1=NC(c2ccc(Cl)cc2)C(c2ccc(Cl)cc2)N1C(=O)N1CCN(CC(=O)NC(C)COC)CC1. Reaction SMILES: [CH3:39][O:40][CH2:41][CH:42]([CH3:43])[NH:44][C:45]([CH2:46][N:47]1[CH2:48][CH2:49][NH:50][CH2:51][CH2:52]1)=[O:53].[Cl:1][c:2]1[cH:3][cH:4][c:5]([CH:8]2[N:9]=[C:10]([c:23]3[c:24]([O:34][CH2:35][CH3:36])[cH:25][cH:26][c:27]([C:29]([CH3:30])([CH3:31])[C:32]#[N:33])[cH:28]3)[N:11]([C:20](=[O:21])[Cl:22])[CH:12]2[c:13]2[cH:14][cH:15][c:16]([Cl:19])[cH:17][cH:18]2)[cH:6][cH:7]1.[ClH:37].[ClH:38]>>[Cl:1][c:2]1[cH:3][cH:4][c:5]([CH:8]2[N:9]=[C:10]([c:23]3[c:24]([O:34][CH2:35][CH3:36])[cH:25][cH:26][c:27]([C:29]([CH3:30])([CH3:31])[C:32]#[N:33])[cH:28]3)[N:11]([C:20](=[O:21])[N:50]3[CH2:49][CH2:48][N:47]([CH2:46][C:45]([NH:44][CH:42]([CH2:41][O:40][CH3:39])[CH3:43])=[O:53])[CH2:52][CH2:51]3)[CH:12]2[c:13]2[cH:14][cH:15][c:16]([Cl:19])[cH:17][cH:18]2)[cH:6][cH:7]1.